Dataset: the Open Reaction Database (ORD), a public repository of structured organic reaction records. Task: describe an organic reaction: reactants, conditions, products, and yield Reactants: CC(C)(C)N1C(=O)C(Cl)=C(c2ccccc2)S1(=O)=O, N#Cc1ccc(CCN)cc1, CN(C)C=O. The product is CC(C)(C)N1C(=O)C(NCCc2ccc(C#N)cc2)=C(c2ccccc2)S1(=O)=O. As a reaction SMILES: [C:1]([CH3:2])([CH3:3])([CH3:4])[N:5]1[S:6](=[O:18])(=[O:19])[C:7]([c:12]2[cH:13][cH:14][cH:15][cH:16][cH:17]2)=[C:8]([Cl:11])[C:9]1=[O:10].[NH2:20][CH2:21][CH2:22][c:23]1[cH:24][cH:25][c:26]([C:27]#[N:28])[cH:29][cH:30]1.[O:31]=[CH:32][N:33]([CH3:34])[CH3:35]>>[C:1]([CH3:2])([CH3:3])([CH3:4])[N:5]1[S:6](=[O:18])(=[O:19])[C:7]([c:12]2[cH:13][cH:14][cH:15][cH:16][cH:17]2)=[C:8]([NH:20][CH2:21][CH2:22][c:23]2[cH:24][cH:25][c:26]([C:27]#[N:28])[cH:29][cH:30]2)[C:9]1=[O:10]. Starting materials: OC1=C(N=C(C2=CC(=CC=C12)OC1=CC=C(C=C1)OC)C)C(=O)OC (methyl 4-hydroxy-1-methyl-7-(4-methoxy-phenoxy)-isoquinoline-3-carboxylate), OC1=C(N=C(C2=CC(=CC=C12)OC1=CC=C(C=C1)OC)C)C(=O)OC (methyl 4-hydroxy-1-methyl-7-(4-methoxy-phenoxy)-isoquinoline-3-carboxylate), NCC(=O)O (glycine), C[O-].[Na+] (sodium methoxide). Run in CO (methanol). Run at temperature 110 celsius. The product is OC1=C(N=C(C2=CC(=CC=C12)OC1=CC=C(C=C1)OC)C)C(=O)NCC(=O)O (2-[4-hydroxy-1-methyl-7-(4-methoxy-phenoxy)-isoquinoline-3-carboxamido]acetic acid). As a reaction SMILES: [OH:1][C:2]1[C:11]2[C:6](=[CH:7][C:8]([O:12][C:13]3[CH:18]=[CH:17][C:16]([O:19][CH3:20])=[CH:15][CH:14]=3)=[CH:9][CH:10]=2)[C:5]([CH3:21])=[N:4][C:3]=1[C:22](OC)=[O:23].[NH2:26][CH2:27][C:28]([OH:30])=[O:29].C[O-].[Na+]>CO>[OH:1][C:2]1[C:11]2[C:6](=[CH:7][C:8]([O:12][C:13]3[CH:18]=[CH:17][C:16]([O:19][CH3:20])=[CH:15][CH:14]=3)=[CH:9][CH:10]=2)[C:5]([CH3:21])=[N:4][C:3]=1[C:22]([NH:26][CH2:27][C:28]([OH:30])=[O:29])=[O:23] |f:2.3|. Procedure: A pressure glass reaction flask which included top threads for a screw cap lid can be fitted with a magnetic stirrer, charged with 5e, glycine (about 3 molar equivalents), methanol, and a sodium methoxide solution (with 1.2 molar eqivalents NaOCH3) and sealed. The reaction can then be heated to 110° C. for at least 6 h during which time the reaction forms a yellow suspension. The reaction can then be cooled to 20-25° C. and evaluated by HPLC. The reaction can be continued until less than 1% 5e r... Starting materials: O=O (oxygen), C(C1=CC=CC=C1)(=O)NC(C(=O)OC)=CN(C1=CC=CC=C1)C1=CC=CC=C1 (methyl 2-benzoylamino-3-diphenylaminoacrylate), [(S,S)-Et-FerroTANE-Rh]BF4. Yields the product C(C1=CC=CC=C1)(=O)N[C@H](C(=O)OC)CN(C1=CC=CC=C1)C1=CC=CC=C1 (methyl (S)-2-benzoylamino-3-diphenylaminopropionate). RXN SMILES: O=O.[C:3]([NH:11][C:12](=[CH:17][N:18]([C:25]1[CH:30]=[CH:29][CH:28]=[CH:27][CH:26]=1)[C:19]1[CH:24]=[CH:23][CH:22]=[CH:21][CH:20]=1)[C:13]([O:15][CH3:16])=[O:14])(=[O:10])[C:4]1[CH:9]=[CH:8][CH:7]=[CH:6][CH:5]=1>>[C:3]([NH:11][C@@H:12]([CH2:17][N:18]([C:25]1[CH:26]=[CH:27][CH:28]=[CH:29][CH:30]=1)[C:19]1[CH:20]=[CH:21][CH:22]=[CH:23][CH:24]=1)[C:13]([O:15][CH3:16])=[O:14])(=[O:10])[C:4]1[CH:5]=[CH:6][CH:7]=[CH:8][CH:9]=1. Procedure details: With exclusion of oxygen and moisture, an ampule was charged with 100 mg of methyl 2-benzoylamino-3-diphenylaminoacrylate (0.255 mmol) and 1.9 mg (0.0026 mmol, 0.01 equivalent) of [(S,S)-Et-FerroTANE-Rh]BF4. After purging with argon, 5 ml of oxygen-free methanol were added. The ampule was sealed gas-tight and hydrogenated in an autoclave at 20 bar of hydrogen pressure for 24 h. The autoclave was decompressed and purged with nitrogen. The conversion of the hydrogenation was determined by HPLC. Th... Starting materials: C(#N)C1(CC1)C=1C=C(C(=O)NC2=CC(=CC=C2)OC=2C=CC=3N(C2)C=C(N3)NC(C(F)(F)F)=O)C=CC1 (3-(1-cyanocyclopropyl)-N-[3-({2-[(trifluoroacetyl)amino]imidazo[1,2-a]pyridin-6-yl}oxy)phenyl]benzamide), [OH-].[Na+] (sodium hydroxide), O (Water). Run in C(C)O (ethanol). Run at temperature 45 celsius, time 8 hour. The product is NC=1N=C2N(C=C(C=C2)OC=2C=C(C=CC2)NC(C2=CC(=CC=C2)C2(CC2)C#N)=O)C1 (N-{3-[(2-aminoimidazo[1,2-a]pyridin-6-yl)oxy]phenyl}-3-(1-cyanocyclopropyl)benzamide). Yield: 54.9%. As a reaction SMILES: [C:1]([C:3]1([C:6]2[CH:7]=[C:8]([CH:35]=[CH:36][CH:37]=2)[C:9]([NH:11][C:12]2[CH:17]=[CH:16][CH:15]=[C:14]([O:18][C:19]3[CH:20]=[CH:21][C:22]4[N:23]([CH:25]=[C:26]([NH:28]C(=O)C(F)(F)F)[N:27]=4)[CH:24]=3)[CH:13]=2)=[O:10])[CH2:5][CH2:4]1)#[N:2].[OH-].[Na+].O>C(O)C>[NH2:28][C:26]1[N:27]=[C:22]2[CH:21]=[CH:20][C:19]([O:18][C:14]3[CH:13]=[C:12]([NH:11][C:9](=[O:10])[C:8]4[CH:35]=[CH:36][CH:37]=[C:6]([C:3]5([C:1]#[N:2])[CH2:4][CH2:5]5)[CH:7]=4)[CH:17]=[CH:16][CH:15]=3)=[CH:24][N:23]2[CH:25]=1 |f:1.2|. Procedure details: To a solution of 3-(1-cyanocyclopropyl)-N-[3-({2-[(trifluoroacetyl)amino]imidazo[1,2-a]pyridin-6-yl}oxy)phenyl]benzamide (450 mg, 0.89 mmol) in ethanol (8.0 mL) was added 1N aqueous sodium hydroxide solution (8.9 mL), and the mixture was stirred at 45° C. for 8 hr. Water (100 mL) was added to the reaction mixture, and the mixture was extracted with ethyl acetate (200 mL). The organic layer was washed with saturated brine (100 mL), and dried over anhydrous sodium sulfate. The insoluble material w...